This data is from the Open Reaction Database (ORD), a public repository of structured organic reaction records. The task is: describe an organic reaction: reactants, conditions, products, and yield Starting materials: C1CCOC1, CC(C)=NO, CC(C)(C)[O-], [Cl-], CCn1ncc2c(Cl)c(C(=O)c3ccc(Cl)cc3)cnc21, [K+], [NH4+]. The product is CCn1ncc2c(ON=C(C)C)c(C(=O)c3ccc(Cl)cc3)cnc21. Reaction SMILES: [CH2:35]1[O:36][CH2:37][CH2:38][CH2:39]1.[CH3:1][C:2]([CH3:3])=[N:4][OH:5].[CH3:6][C:7]([CH3:8])([O-:9])[CH3:10].[Cl-:33].[Cl:12][c:13]1[c:14]2[c:15]([n:16][cH:17][c:18]1[C:19]([c:20]1[cH:21][cH:22][c:23]([Cl:26])[cH:24][cH:25]1)=[O:27])[n:28]([CH2:31][CH3:32])[n:29][cH:30]2.[K+:11].[NH4+:34]>>[CH3:1][C:2]([CH3:3])=[N:4][O:5][c:13]1[c:14]2[c:15]([n:16][cH:17][c:18]1[C:19]([c:20]1[cH:21][cH:22][c:23]([Cl:26])[cH:24][cH:25]1)=[O:27])[n:28]([CH2:31][CH3:32])[n:29][cH:30]2. Reactants: COc1ccc(CCBr)cc1, CC[O-], CN(C)C=O, [Na+], O, CON(C)C(=O)Nc1ccc(O)cc1. Yields the product COc1ccc(CCOc2ccc(NC(=O)N(C)OC)cc2)cc1. RXN SMILES: [CH3:19][O:20][c:21]1[cH:22][cH:23][c:24]([CH2:25][CH2:26][Br:27])[cH:28][cH:29]1.[CH3:2][CH2:3][O-:4].[CH3:31][N:32]([CH3:33])[CH:34]=[O:35].[Na+:1].[OH2:30].[OH:5][c:6]1[cH:7][cH:8][c:9]([NH:12][C:13]([N:14]([CH3:15])[O:16][CH3:17])=[O:18])[cH:10][cH:11]1>>[O:5]([c:6]1[cH:7][cH:8][c:9]([NH:12][C:13]([N:14]([CH3:15])[O:16][CH3:17])=[O:18])[cH:10][cH:11]1)[CH2:26][CH2:25][c:24]1[cH:23][cH:22][c:21]([O:20][CH3:19])[cH:29][cH:28]1. Reactants: ice, C(=O)(OC(C)(C)C)N1CCC(CC1)C(=O)O (1-Boc-4-piperidinecarboxylic acid), C(=O)([O-])[O-].[K+].[K+] (K2CO3), C1(=CC=CC=C1)P(=O)(C1=CC=CC=C1)N=[N+]=[N-] (diphenylphosphoryl azide), [N+](#[C-])CC(=O)OC (methyl isocyanoacetate). Solvent: CN(C=O)C (N,N-dimethylformamide). Reaction conditions: time 16 hour. The product is COC(=O)C=1N=COC1C1CCN(CC1)C(=O)OC(C)(C)C (tert-Butyl 4-[4-(methoxycarbonyl)-1,3-oxazol-5-yl]piperidine-1-carboxylate). Isolated yield 69.4%. As a reaction SMILES: [C:1]([N:8]1[CH2:13][CH2:12][CH:11]([C:14]([OH:16])=O)[CH2:10][CH2:9]1)([O:3][C:4]([CH3:7])([CH3:6])[CH3:5])=[O:2].C([O-])([O-])=O.[K+].[K+].C1(P(N=[N+]=[N-])(C2C=CC=CC=2)=O)C=CC=CC=1.[N+:40]([CH2:42][C:43]([O:45][CH3:46])=[O:44])#[C-:41]>CN(C)C=O>[CH3:46][O:45][C:43]([C:42]1[N:40]=[CH:41][O:16][C:14]=1[CH:11]1[CH2:10][CH2:9][N:8]([C:1]([O:3][C:4]([CH3:5])([CH3:6])[CH3:7])=[O:2])[CH2:13][CH2:12]1)=[O:44] |f:1.2.3|. Reported procedure: To an ice-cold mixture of 1-Boc-4-piperidinecarboxylic acid (9.65 g, 42.1 mmol) and K2CO3 (23.3 g, 168.4 mmol) in N,N-dimethylformamide (60 mL) were added diphenylphosphoryl azide (16.1 g, 58.5 mmol) and methyl isocyanoacetate (5.0 g, 50.5 mmol). After being stirred at room temperature for 16 h, the reaction mixture was partitioned between ethyl acetate and water. The organic layer was washed with water, saturated NaHCO3 solution, and brine, dried over anhydrous magnesium sulfate, filtered and c... Starting materials: N (ammonia), resultant mixture, CC(=O)OCC1=C(N2[C@@H]([C@@H](C2=O)N)SC1)C(=O)O (7-ACA), CO (methanol), fluorosulforic acid, B(F)(F)F (boron trifluoride), complex, CO (methanol). Run in [N+](=O)([O-])C (nitromethane). Run at temperature 0 celsius. Yields the product desired product, NC1[C@@H]2N(C(=C(CS2)COC)C(=O)O)C1=O (7-amino-3-methoxy methyl-3-cephem-4-carboxylic acid). As a reaction SMILES: C[C:2]([O:4][CH2:5][C:6]1[CH2:15][S:14][C@@H:9]2[C@H:10]([NH2:13])[C:11](=[O:12])[N:8]2[C:7]=1[C:16]([OH:18])=[O:17])=O.CO.B(F)(F)F.N>[N+](C)([O-])=O>[NH2:13][CH:10]1[C:11](=[O:12])[N:8]2[C:7]([C:16]([OH:18])=[O:17])=[C:6]([CH2:5][O:4][CH3:2])[CH2:15][S:14][C@H:9]12. Reported procedure: In 3 ml of nitromethane were dispersed 1.44 g of 7-ACA and 1.19 g of methanol. Then, to the dispersion were sequentially added 8.54 g of a complex of boron trifluoride with methanol (content of boron trifluoride: 51%) and 3.31 g of fluorosulforic acid. The resultant mixture was heated at 25° C. for 15 min while stirring to advance a reaction. After completion of the reaction, the reaction mixture was cooled to 0° C. Then, from the reaction mixture, methanol was distilled off under reduced pressu... The reactants are CN1C(=C(C(=O)O)C(C=C1C1=CC=C(C=C1)F)=O)C1=CC=C(C=C1)F (1-methyl-2,6-di(4'-fluorophenyl)-4-oxonicotinic acid), [OH-].[Na+] (NaOH). Run in CO (methanol). The product is CN1C(=C(C(=O)[O-])C(C=C1C1=CC=C(C=C1)F)=O)C1=CC=C(C=C1)F.[Na+] (sodium 1-methyl-2,6-di(4'-fluorophenyl)-4-oxonicotinate). Isolated yield 84.4%. As a reaction SMILES: [CH3:1][N:2]1[C:10]([C:11]2[CH:16]=[CH:15][C:14]([F:17])=[CH:13][CH:12]=2)=[CH:9][C:8](=[O:18])[C:4]([C:5]([OH:7])=[O:6])=[C:3]1[C:19]1[CH:24]=[CH:23][C:22]([F:25])=[CH:21][CH:20]=1.[OH-].[Na+:27]>CO>[CH3:1][N:2]1[C:10]([C:11]2[CH:12]=[CH:13][C:14]([F:17])=[CH:15][CH:16]=2)=[CH:9][C:8](=[O:18])[C:4]([C:5]([O-:7])=[O:6])=[C:3]1[C:19]1[CH:20]=[CH:21][C:22]([F:25])=[CH:23][CH:24]=1.[Na+:27] |f:1.2,4.5|. Procedure details: 3.45 gms of 1-methyl-2,6-di(4'-fluorophenyl)-4-oxonicotinic acid was mixed with 0.445 gms of NaOH and 70 mls of methanol. Evaporation of the solvent provided 3.1 gms of sodium 1-methyl-2,6-di(4'-fluorophenyl)-4-oxonicotinate as a glassy solid.